This data is from the Open Reaction Database (ORD), a public repository of structured organic reaction records. The task is: describe an organic reaction: reactants, conditions, products, and yield Reactants: Cc1cc(C)cc(-c2cc(N)[nH]n2)c1, Nc1cc[nH]n1, C1CCOC1, O=C1Nc2ccccc2C1=CO. Yields the product Cc1cc(C)cc(-c2cc(NC=C3C(=O)Nc4ccccc43)[nH]n2)c1. As a reaction SMILES: [CH3:19][c:20]1[cH:21][c:22](-[c:27]2[cH:28][c:29]([NH2:32])[nH:30][n:31]2)[cH:23][c:24]([CH3:26])[cH:25]1.[NH2:1][c:2]1[cH:3][cH:4][nH:5][n:6]1.[O:33]1[CH2:34][CH2:35][CH2:36][CH2:37]1.[OH:7][CH:8]=[C:9]1[C:10](=[O:18])[NH:11][c:12]2[cH:13][cH:14][cH:15][cH:16][c:17]21>>[CH:8](=[C:9]1[C:10](=[O:18])[NH:11][c:12]2[cH:13][cH:14][cH:15][cH:16][c:17]21)[NH:32][c:29]1[cH:28][c:27](-[c:22]2[cH:21][c:20]([CH3:19])[cH:25][c:24]([CH3:26])[cH:23]2)[n:31][nH:30]1. The reactants are CCOC(=O)C(OC(C)=O)c1ccc(Cl)c(N)c1, CN1CC(COc2ccc(C(=O)Cl)c(Cl)c2)Oc2ccccc21, ClCCl, Cl, c1ccncc1. Yields the product CCOC(=O)C(OC(C)=O)c1ccc(Cl)c(NC(=O)c2ccc(OCC3CN(C)c4ccccc4O3)cc2Cl)c1. As a reaction SMILES: [CH2:1]([CH3:2])[O:3][C:4]([CH:5]([c:6]1[cH:7][c:8]([NH2:13])[c:9]([Cl:12])[cH:10][cH:11]1)[O:14][C:15]([CH3:16])=[O:17])=[O:18].[Cl:25][c:26]1[c:27]([C:28](=[O:29])[Cl:30])[cH:31][cH:32][c:33]([O:35][CH2:36][CH:37]2[O:38][c:39]3[c:40]([cH:44][cH:45][cH:46][cH:47]3)[N:41]([CH3:43])[CH2:42]2)[cH:34]1.[Cl:49][CH2:50][Cl:51].[ClH:48].[cH:19]1[cH:20][cH:21][n:22][cH:23][cH:24]1>>[CH2:1]([CH3:2])[O:3][C:4]([CH:5]([c:6]1[cH:7][c:8]([NH:13][C:28]([c:27]2[c:26]([Cl:25])[cH:34][c:33]([O:35][CH2:36][CH:37]3[O:38][c:39]4[c:40]([cH:44][cH:45][cH:46][cH:47]4)[N:41]([CH3:43])[CH2:42]3)[cH:32][cH:31]2)=[O:29])[c:9]([Cl:12])[cH:10][cH:11]1)[O:14][C:15]([CH3:16])=[O:17])=[O:18]. Reactants: NC1=C(C=C(C#N)C=C1)C1=CCCCC1 (4-amino-3-cyclohex-1-enyl-benzonitrile), N(=[N+]=[N-])[Sn](C)(C)C (azidotrimethylstannane), M-SnMe3. The product is C1(=CCCCC1)C1=C(C=CC(=C1)C1=NN=NN1[Sn](C)(C)C)N (2-Cyclohex-1-enyl-4-(1-trimethylstannanyl-1H-tetrazol-5-yl)-phenylamine). Reaction SMILES: [NH2:1][C:2]1[CH:9]=[CH:8][C:5]([C:6]#[N:7])=[CH:4][C:3]=1[C:10]1[CH2:15][CH2:14][CH2:13][CH2:12][CH:11]=1.[N:16]([Sn:19]([CH3:22])([CH3:21])[CH3:20])=[N+:17]=[N-:18]>>[C:10]1([C:3]2[CH:4]=[C:5]([C:6]3[N:16]([Sn:19]([CH3:22])([CH3:21])[CH3:20])[N:17]=[N:18][N:7]=3)[CH:8]=[CH:9][C:2]=2[NH2:1])[CH2:15][CH2:14][CH2:13][CH2:12][CH:11]=1. Procedure details: The title compound was prepared from 4-amino-3-cyclohex-1-enyl-benzonitrile (as prepared in the previous step, 245 mg, 0.123 mmol) and azidotrimethylstannane (267 mg, 1.29 mmol) according to the procedure in Example 52, step (c) (320 mg, 64%). Mass spectrum (ESI, m/z): Calcd. for C13H15N5, 242.1 (M-SnMe3+2H), found 242.2 (M+H).